From a dataset of the Open Reaction Database (ORD), a public repository of structured organic reaction records. describe an organic reaction: reactants, conditions, products, and yield The reactants are CO (Methanol), [H-].C(C(C)C)[Al+]CC(C)C (Diisobutylaluminium hydride), C(#N)C=1N=C(C(=NC1N)N)C1=C(C(=CC(=C1)Cl)Cl)Cl (5-Cyano-2,6-Diamino-3-(2,3,5-trichlorophenyl)pyrazine), [H-].C(C(C)C)[Al+]CC(C)C (diisobutylaluminium hydride). The solvent is C1(=CC=CC=C1)C (toluene). Run at temperature 0 celsius, time 1 hour. The product is C(=O)C=1N=C(C(=NC1N)N)C1=C(C(=CC(=C1)Cl)Cl)Cl (5-Formyl-2,6-Diamino-3-(2,3,5-trichlorophenyl)pyrazine). RXN SMILES: [H-].C([Al+]CC(C)C)C(C)C.[C:11]([C:13]1[N:14]=[C:15]([C:21]2[CH:26]=[C:25]([Cl:27])[CH:24]=[C:23]([Cl:28])[C:22]=2[Cl:29])[C:16]([NH2:20])=[N:17][C:18]=1[NH2:19])#N.C[OH:31]>C1(C)C=CC=CC=1>[CH:11]([C:13]1[N:14]=[C:15]([C:21]2[CH:26]=[C:25]([Cl:27])[CH:24]=[C:23]([Cl:28])[C:22]=2[Cl:29])[C:16]([NH2:20])=[N:17][C:18]=1[NH2:19])=[O:31] |f:0.1|. Procedure details: Diisobutylaluminium hydride (1.5 M in toluene) (2.12 ml, 3.18×10−3 mole) was added dropwise at 0° C. under nitrogen to a suspension of 5-Cyano-2,6-Diamino-3-(2,3,5-trichlorophenyl)pyrazine (0.5 g, 1.59×10−3 mole) in dry toluene (70 ml) and the reaction was stirred at 0° C. for 1 hr. A further one equivalent of diisobutylaluminium hydride was then added and the mixture again stirred at 0° C. for 1 hr. Methanol (1 ml) was added carefully at 0° C. under nitrogen to destroy excess hydride and the re... The reactants are [H-].[Na+] (sodium hydride), ClC1=C(C=C(C(=C1)Cl)OC(C)C)N1N=C(NC1=O)C(F)(F)F (1-[2,4-dichloro-5-(1-methylethoxy)phenyl]-3-trifluoromethyl-4,5-dihydro-1,2,4-triazol-5(1H)-one), IC (iodomethane). Solvent: CN(C=O)C (N,N-dimethylformamide). Conditions: time 20 minute. The product is ClC1=C(C=C(C(=C1)Cl)OC(C)C)N1N=C(N(C1=O)C)C(F)(F)F (1-[2,4-dichloro-5-(1-methylethoxy)phenyl]-3-trifluoromethyl-4,5-dihydro-4-methyl-1,2,4-triazol-5(1H)-one). Yield: 92.6%. As a reaction SMILES: [H-].[Na+].[Cl:3][C:4]1[CH:9]=[C:8]([Cl:10])[C:7]([O:11][CH:12]([CH3:14])[CH3:13])=[CH:6][C:5]=1[N:15]1[C:19](=[O:20])[NH:18][C:17]([C:21]([F:24])([F:23])[F:22])=[N:16]1.I[CH3:26]>CN(C)C=O>[Cl:3][C:4]1[CH:9]=[C:8]([Cl:10])[C:7]([O:11][CH:12]([CH3:14])[CH3:13])=[CH:6][C:5]=1[N:15]1[C:19](=[O:20])[N:18]([CH3:26])[C:17]([C:21]([F:22])([F:23])[F:24])=[N:16]1 |f:0.1|. Procedure: Under a dry nitrogen atmosphere 0.1 g (0.0038 mole) of dry sodium hydride was added to a stirred solution of 1.3 g (0.0035 mole) of 1-[2,4-dichloro-5-(1-methylethoxy)phenyl]-3-trifluoromethyl-4,5-dihydro-1,2,4-triazol-5(1H)-one in 30 mL of N,N-dimethylformamide. The mixture was stirred at room temperature for 20 minutes and 0.6 g (0.0038 mole) of iodomethane was added. After complete addition the mixture was warmed to 65° C. and stirred at that temperature for one hour. The mixture was allowed t... Reactants: O=C(CBr)c1cccc(C(F)(F)F)c1, C1CCOC1, [N-]=[N+]=[N-], [Na+], O, c1ccc(P(c2ccccc2)c2ccccc2)cc1, Cc1ccc(S(=O)(=O)O)cc1. Product: NCC(=O)c1cccc(C(F)(F)F)c1, Cc1ccc(S(=O)(=O)[O-])cc1. As a reaction SMILES: [Br:1][CH2:2][C:3](=[O:4])[c:5]1[cH:6][c:7]([C:11]([F:12])([F:13])[F:14])[cH:8][cH:9][cH:10]1.[CH2:50]1[O:51][CH2:52][CH2:53][CH2:54]1.[N-:16]=[N+:17]=[N-:18].[Na+:15].[OH2:38].[c:19]1([P:20]([c:21]2[cH:22][cH:23][cH:24][cH:25][cH:26]2)[c:27]2[cH:28][cH:29][cH:30][cH:31][cH:32]2)[cH:33][cH:34][cH:35][cH:36][cH:37]1.[c:39]1([CH3:49])[cH:40][cH:41][c:42]([S:45](=[O:46])(=[O:47])[OH:48])[cH:43][cH:44]1>>[CH2:2]([C:3](=[O:4])[c:5]1[cH:6][c:7]([C:11]([F:12])([F:13])[F:14])[cH:8][cH:9][cH:10]1)[NH2:16].[c:39]1([CH3:49])[cH:40][cH:41][c:42]([S:45](=[O:46])(=[O:47])[O-:48])[cH:43][cH:44]1. Starting materials: CN(C(=O)N1CCC(=CC1)C1=CC2=C(N=CN=C2C2=C(C(=CC=C2)NC(C2=C(C=C(C=C2)C(C)(C)O)F)=O)C(O[SiH2]C(C)(C)C)(C2=CC=CC=C2)C2=CC=CC=C2)N1)C (4-(4-{2-(tert-Butyl-diphenyl-silanyloxymethyl)-3-[2-fluoro-4-(1-hydroxy-1-methyl-ethyl)-benzoylamino]-phenyl}-7H-pyrrolo[2,3-d]pyrimidin-6-yl)-3,6-dihydro-2H-pyridine-1-carboxylic acid dimethylamide), O1CCC(=CC1)C1=CC2=C(N=CN=C2C=2C(=C(C=C(C2)F)N)C)N1 (3-[6-(3,6-Dihydro-2H-pyran-4-yl)-7H-pyrrolo[2,3-d]pyrimidin-4-yl]-5-fluoro-2-methyl-phenylamine). Yields the product O1CCC(=CC1)C1=CC2=C(N=CN=C2C=2C(=C(C=C(C2)F)NC(C2=C(C=C(C=C2)C(C)(C)O)F)=O)C)N1 (N-{3-[6-(3,6-Dihydro-2H-pyran-4-yl)-7H-pyrrolo[2,3-d]pyrimidin-4-yl]-5-fluoro-2-methyl-phenyl}-2-fluoro-4-(1-hydroxy-1-methyl-ethyl)-benzamide). As a reaction SMILES: CN(C)C(N1CC=C(C2NC3N=CN=C(C4C=CC=C(N[C:26](=[O:38])[C:27]5[CH:32]=[CH:31][C:30]([C:33]([OH:36])([CH3:35])[CH3:34])=[CH:29][C:28]=5[F:37])C=4C(C4C=CC=CC=4)(C4C=CC=CC=4)O[SiH2]C(C)(C)C)C=3C=2)CC1)=O.[O:60]1[CH2:65][CH:64]=[C:63]([C:66]2[NH:83][C:69]3[N:70]=[CH:71][N:72]=[C:73]([C:74]4[C:75]([CH3:82])=[C:76]([NH2:81])[CH:77]=[C:78]([F:80])[CH:79]=4)[C:68]=3[CH:67]=2)[CH2:62][CH2:61]1>>[O:60]1[CH2:61][CH:62]=[C:63]([C:66]2[NH:83][C:69]3[N:70]=[CH:71][N:72]=[C:73]([C:74]4[C:75]([CH3:82])=[C:76]([NH:81][C:26](=[O:38])[C:27]5[CH:32]=[CH:31][C:30]([C:33]([OH:36])([CH3:35])[CH3:34])=[CH:29][C:28]=5[F:37])[CH:77]=[C:78]([F:80])[CH:79]=4)[C:68]=3[CH:67]=2)[CH2:64][CH2:65]1. Procedure details: Example 22 was prepared analogue to Intermediate 9 by replacing Intermediate 7 with Intermediate 12. The reactants are [BH3-]C#N.[Na+] (NaBH3CN), C(C)OC(=O)C1=NC=NC(=C1)OC=1C=C2C=CNC2=CC1 (6-(1H-indol-5-yloxy)-pyrimidine-4-carboxylic acid ethyl ester), O (water). The solvent is C(C)(=O)O (acetic acid). Conditions: time 1 hour. Product: C(C)OC(=O)C1=NC=NC(=C1)OC=1C=C2CCNC2=CC1 (6-(2,3-Dihydro-1H-indol-5-yloxy)-pyrimidine-4carboxylic acid ethyl ester). RXN SMILES: [CH2:1]([O:3][C:4]([C:6]1[CH:11]=[C:10]([O:12][C:13]2[CH:14]=[C:15]3[C:19](=[CH:20][CH:21]=2)[NH:18][CH:17]=[CH:16]3)[N:9]=[CH:8][N:7]=1)=[O:5])[CH3:2].[BH3-]C#N.[Na+].O>C(O)(=O)C>[CH2:1]([O:3][C:4]([C:6]1[CH:11]=[C:10]([O:12][C:13]2[CH:14]=[C:15]3[C:19](=[CH:20][CH:21]=2)[NH:18][CH2:17][CH2:16]3)[N:9]=[CH:8][N:7]=1)=[O:5])[CH3:2] |f:1.2|. Reported procedure: A solution of 6.21 g (21.9 mMol) 6-(1H-indol-5-yloxy)-pyrimidine-4-carboxylic acid ethyl ester in 70 ml acetic acid is cooled in an ice bath. Then 6.88 g (109 mMol) NaBH3CN are added and stirring is continued for 1 h. After addition of 17 ml water, the mixture is concentrated in vacuo. The resulting brown oil is re-dissolved in EtOAc and a 1:1 mixture of water and sat. NaHCO3, the aqueous layer separeted off and extracted twice with EtOAc. The organic phases are washed with water and brine, drie... Reaction SMILES: [CH3:39][N:40]([CH3:41])[CH:42]=[O:43].[F:18][C:19]([CH:20]([F:21])[F:22])([O:23][c:24]1[cH:25][cH:26][c:27](-[n:30]2[c:31](=[O:35])[nH:32][cH:33][cH:34]2)[cH:28][cH:29]1)[F:36].[F:1][c:2]1[c:3]([C:8]2([CH2:12][n:13]3[n:14][cH:15][n:16][cH:17]3)[O:9][CH:10]2[CH3:11])[cH:4][cH:5][cH:6][cH:7]1.[H-:37].[Na+:38].[OH2:44]>>[F:1][c:2]1[c:3]([C:8]([OH:9])([CH:10]([CH3:11])[n:32]2[c:31](=[O:35])[n:30](-[c:27]3[cH:26][cH:25][c:24]([O:23][C:19]([F:18])([CH:20]([F:21])[F:22])[F:36])[cH:29][cH:28]3)[cH:34][cH:33]2)[CH2:12][n:13]2[n:14][cH:15][n:16][cH:17]2)[cH:4][cH:5][cH:6][cH:7]1. Reactants: CN(C)C=O, O=c1[nH]ccn1-c1ccc(OC(F)(F)C(F)F)cc1, CC1OC1(Cn1cncn1)c1ccccc1F, [H-], [Na+], O. Yields the product CC(n1ccn(-c2ccc(OC(F)(F)C(F)F)cc2)c1=O)C(O)(Cn1cncn1)c1ccccc1F.